Dataset: the Open Reaction Database (ORD), a public repository of structured organic reaction records. Task: describe an organic reaction: reactants, conditions, products, and yield Isolated yield 38.2%. Solvent: COCCOCCOC (diglyme). As a reaction SMILES: [C:1]([C:5]1[CH:14]=[C:13]2[C:8]([CH:9]=[C:10]([C:19]([O:21][CH2:22][CH3:23])=[O:20])[CH:11]([C:15]([F:18])([F:17])[F:16])[O:12]2)=[CH:7][C:6]=1Cl)([CH3:4])([CH3:3])[CH3:2].[C:25]([O-])([O-])=O.[Cs+].[Cs+].CB1OB(C)OB(C)O1.O>COCCOCCOC>[C:1]([C:5]1[CH:14]=[C:13]2[C:8]([CH:9]=[C:10]([C:19]([O:21][CH2:22][CH3:23])=[O:20])[CH:11]([C:15]([F:18])([F:17])[F:16])[O:12]2)=[CH:7][C:6]=1[CH3:25])([CH3:4])([CH3:3])[CH3:2] |f:1.2.3|. Procedure details: The ethyl 7-tert-butyl-6-chloro-2-(trifluoromethyl)-2H-chromene-3-carboxylate from Example 8, Step 2 (1 g, 2.75 mmole) was dissolved in diglyme (20 mL). Cs2CO3 (1.5 g, 3.07 mmole), trimethylboroxaine (0.75 mL, 5.36 mmole), and [(t-Bu3P)PdBr]2 (20 mg) were added to above solution. The mixture was heated to 115° C. for 15 hrs under nitrogen. LCMS indicated that there was 50% conversion. The reaction was cooled down and the water was added to quench the reaction. The product was extracted with EtOA... Conditions: temperature 115 celsius. The reactants are C(=O)([O-])[O-].[Cs+].[Cs+] (Cs2CO3), CB1OB(OB(O1)C)C (trimethylboroxaine), [(t-Bu3P)PdBr]2, O (water), C(C)(C)(C)C1=C(C=C2C=C(C(OC2=C1)C(F)(F)F)C(=O)OCC)Cl (ethyl 7-tert-butyl-6-chloro-2-(trifluoromethyl)-2H-chromene-3-carboxylate). Yields the product C(C)(C)(C)C1=C(C=C2C=C(C(OC2=C1)C(F)(F)F)C(=O)OCC)C (ethyl 7-tert-butyl-6-methyl-2-(trifluoromethyl)-2H-chromene-3-carboxylate).